This data is from the Open Reaction Database (ORD), a public repository of structured organic reaction records. The task is: describe an organic reaction: reactants, conditions, products, and yield The reactants are NC=1SC=C(N1)/C(/C(=O)N[C@H]1[C@@H]2N(C(=C(CS2)CO)C(=O)[O-])C1=O)=N/OC.C(CCC)[NH+](CCCC)CCCC (tributylammonium 7β-[2 -(2-aminothiazol-4-yl)-(Z)-2-methoxyiminoacetamido]-3 -hydroxymethyl-3-cephem-4-carboxylate), N(C(=N)N)CCN1N=NN=C1S (1-(2-guanidinoethyl)-5-mercapto-1H-tetrazole), ethyl o-phenylenephosphate. Solvent: CN(C)C=O (DMF). Conditions: temperature -20 celsius. Product: NC=1SC=C(N1)/C(/C(=O)N[C@H]1[C@@H]2N(C(=C(CS2)CSC2=NN=NN2CCNC(=N)N)C(=O)O)C1=O)=N/OC (7β-[2-(2-Aminothiazol-4-yl)-(Z)-2-methoxyiminoacetamido]-3-[[1-(2-guanidinoethyl)-1H-tetrazol-5-yl]thiomethyl]-3-cephem-4-carboxylic acid). Yield: 45.0%. Reaction SMILES: [NH2:1][C:2]1[S:3][CH:4]=[C:5](/[C:7](=[N:25]/[O:26][CH3:27])/[C:8]([NH:10][C@@H:11]2[C:23](=[O:24])[N:13]3[C:14]([C:20]([O-:22])=[O:21])=[C:15]([CH2:18]O)[CH2:16][S:17][C@H:12]23)=[O:9])[N:6]=1.C([NH+](CCCC)CCCC)CCC.[NH:41]([CH2:45][CH2:46][N:47]1[C:51]([SH:52])=[N:50][N:49]=[N:48]1)[C:42]([NH2:44])=[NH:43]>CN(C=O)C>[NH2:1][C:2]1[S:3][CH:4]=[C:5](/[C:7](=[N:25]/[O:26][CH3:27])/[C:8]([NH:10][C@@H:11]2[C:23](=[O:24])[N:13]3[C:14]([C:20]([OH:22])=[O:21])=[C:15]([CH2:18][S:52][C:51]4[N:47]([CH2:46][CH2:45][NH:41][C:42]([NH2:44])=[NH:43])[N:48]=[N:49][N:50]=4)[CH2:16][S:17][C@H:12]23)=[O:9])[N:6]=1 |f:0.1|. Reported procedure: To a solution of 559 mg of tributylammonium 7β-[2 -(2-aminothiazol-4-yl)-(Z)-2-methoxyiminoacetamido]-3 -hydroxymethyl-3-cephem-4-carboxylate and 374 mg of 1-(2-guanidinoethyl)-5-mercapto-1H-tetrazole in 10 ml of DMF was added 500 mg of ethyl o-phenylenephosphate under stirring at -20° C. The reaction mixture was stirred at -20° C. to 0° C. for 90 minutes and subjected to a column chromatography on silica gel (100 g), being washed with acetonitrile and eluted with a (5:1) mixture of acetonitrile... The reactants are C(Cl)Cl (CH2Cl2), C(C)(C)(C)OC(N[C@H](CN1C=CC2=CC=C(C=C12)C1=CC=C(C=C1)OC)C)=O ((S)-{2-[6-(4-Methoxy-phenyl)-indol-1-yl]-1-methyl-ethyl}-carbamic acid tert-butyl ester), C(C)(=O)O (acetic acid), [BH3-]C#N.[Na+] (NaCNBH3). Solvent: C(C)(=O)OCC (ethyl acetate). Conditions: time 4 hour. The product is COC1=CC=C(C=C1)C1=CC=C2CCN(C2=C1)C[C@H](C)NCC(=O)N1[C@@H](CCC1)C#N ((2S)-1-({(1S)-2-[6-(4-Methoxy-phenyl)-2,3-dihydro-indole-1-yl]-1-methyl-ethylamino}-acetyl)-pyrrolidine-2-carbonitrile). As a reaction SMILES: C(OC(=O)[NH:7][C@@H:8]([CH3:27])[CH2:9][N:10]1[C:18]2[C:13](=[CH:14][CH:15]=[C:16]([C:19]3[CH:24]=[CH:23][C:22]([O:25][CH3:26])=[CH:21][CH:20]=3)[CH:17]=2)[CH:12]=[CH:11]1)(C)(C)C.C(Cl)Cl.[BH3-][C:33]#[N:34].[Na+].[C:36]([OH:39])(=O)[CH3:37]>C(OCC)(=O)C>[CH3:26][O:25][C:22]1[CH:21]=[CH:20][C:19]([C:16]2[CH:17]=[C:18]3[C:13]([CH2:12][CH2:11][N:10]3[CH2:9][C@@H:8]([NH:7][CH2:37][C:36]([N:10]3[CH2:18][CH2:13][CH2:12][C@H:11]3[C:33]#[N:34])=[O:39])[CH3:27])=[CH:14][CH:15]=2)=[CH:24][CH:23]=1 |f:2.3|. Procedure: (S)-{2-[6-(4-Methoxy-phenyl)-indol-1-yl]-1-methyl-ethyl}-carbamic acid tert-butyl ester (1.80 g) was dissolved in acetic acid (25 mL) and CH2Cl2 (10 mL) and cooled to 0° C. NaCNBH3 (1.41 g) was added in portions and the resulting mixture was allowed to stir for 4 hours. The reaction mixture was diluted with ethyl acetate and extracted with concentrated NaOH solution. The organic layer was washed with brine, dried (Na2SO4) and evaporated. The residue was purified by flash chromatography (gradient... Reactants: CC(C)Br, O=C([O-])O, COc1cc(CC#N)cc(OC)c1OC, CN(C)C=O, [H-], [Na+], [Na+]. The product is COc1cc(C(C#N)C(C)C)cc(OC)c1OC. Reaction SMILES: [Br:18][CH:19]([CH3:20])[CH3:21].[C:22](=[O:23])([OH:24])[O-:25].[CH3:1][O:2][c:3]1[cH:4][c:5]([CH2:13][C:14]#[N:15])[cH:6][c:7]([O:11][CH3:12])[c:8]1[O:9][CH3:10].[CH3:27][N:28]([CH3:29])[CH:30]=[O:31].[H-:16].[Na+:17].[Na+:26]>>[CH3:1][O:2][c:3]1[cH:4][c:5]([CH:13]([C:14]#[N:15])[CH:19]([CH3:20])[CH3:21])[cH:6][c:7]([O:11][CH3:12])[c:8]1[O:9][CH3:10]. Reactants: O.NN (Hydrazine monohydrate), BrC=1C=C2C(C(=O)OC2=O)=CC1 (4-bromophthalic anhydride), Cl (HCl). Solvent: C(C)O (ethanol). Reaction conditions: temperature 90 celsius, time 24 hour. Yields the product BrC=1C=C2C(NNC(C2=CC1)=O)=O (6-bromo-2,3-dihydrophthalazine-1,4-dione). RXN SMILES: O.[NH2:2][NH2:3].[Br:4][C:5]1[CH:6]=[C:7]2[C:12](=O)[O:11][C:9](=[O:10])[C:8]2=[CH:14][CH:15]=1.Cl>C(O)C>[Br:4][C:5]1[CH:6]=[C:7]2[C:8](=[CH:14][CH:15]=1)[C:9](=[O:10])[NH:3][NH:2][C:12]2=[O:11] |f:0.1|. Procedure details: Hydrazine monohydrate (2 ml, 33.0 mmol) was added to a suspension of 4-bromophthalic anhydride (7.5 g, 33.0 mmol) in ethanol (70 ml) and the resulting mixture was stirred at 90° C. for 24 hr. The volume of the reaction mixture was then reduced to half volume under reduced pressure and the residue was treated 0.5 N aq. HCl (20 mL). The title compound precipitated as a white solid and was collected by filtration (4.86 g, 61%); LRMS ESI+ (M+H)+ 241. Reactants: COc1ccc(COC(C)=O)c(F)c1OC, CO, [Na+], [OH-]. Product: COc1ccc(CO)c(F)c1OC. Reaction SMILES: [C:1](=[O:2])([CH3:3])[O:4][CH2:5][c:6]1[c:7]([F:16])[c:8]([O:14][CH3:15])[c:9]([O:12][CH3:13])[cH:10][cH:11]1.[CH3:19][OH:20].[Na+:18].[OH-:17]>>[OH:4][CH2:5][c:6]1[c:7]([F:16])[c:8]([O:14][CH3:15])[c:9]([O:12][CH3:13])[cH:10][cH:11]1. Starting materials: NC1=C(C=CC=C1N)O (2,3-diaminophenol), C(CO)(=O)O (glycolic acid), [OH-].[Na+] (NaOH). Yields the product OC1=CC=CC=2N=C(NC21)CO (4-hydroxy-2-hydroxymethylbenzimidazole). Isolated yield 54.6%. As a reaction SMILES: [NH2:1][C:2]1[C:7]([NH2:8])=[CH:6][CH:5]=[CH:4][C:3]=1[OH:9].[C:10](O)(=O)[CH2:11][OH:12].[OH-].[Na+]>>[OH:9][C:3]1[C:2]2[NH:1][C:10]([CH2:11][OH:12])=[N:8][C:7]=2[CH:6]=[CH:5][CH:4]=1 |f:2.3|. Procedure details: To a solution of 40 ml 4M CHl 1.1 g (0.0087 mol) of 2,3-diaminophenol and 2 g (0.026 mol) of glycolic acid were added and the solution was heated under reflux for 20 h. Upon cooling the reaction mixture was alkalized with 10M NaOH to pH 8.5. The volatiles were removed under reduced pressure and the residual oil was suspended in methanol. The suspension was filtered and evaporated to dryness in vacuo. Chromatography on silica gel and elution with methylene chloride:methanol (10:2) gave 0.78 g of ... The reactants are C1CCOC1, COC(=O)c1ccc(C(=O)NCC2CC(S)CN2S(=O)(=O)c2ccc3ccccc3c2)cc1, [K+], [Li+], [OH-], O=S(=O)([O-])O. Product: O=C(O)c1ccc(C(=O)NCC2CC(S)CN2S(=O)(=O)c2ccc3ccccc3c2)cc1. RXN SMILES: [CH2:42]1[O:43][CH2:44][CH2:45][CH2:46]1.[CH3:1][O:2][C:3]([c:4]1[cH:5][cH:6][c:7]([C:8](=[O:9])[NH:10][CH2:11][CH:12]2[N:13]([S:18](=[O:19])(=[O:20])[c:21]3[cH:22][c:23]4[cH:24][cH:25][cH:26][cH:27][c:28]4[cH:29][cH:30]3)[CH2:14][CH:15]([SH:17])[CH2:16]2)[cH:31][cH:32]1)=[O:33].[K+:41].[Li+:35].[OH-:34].[S:36](=[O:37])(=[O:38])([OH:39])[O-:40]>>[O:2]=[C:3]([c:4]1[cH:5][cH:6][c:7]([C:8](=[O:9])[NH:10][CH2:11][CH:12]2[N:13]([S:18](=[O:19])(=[O:20])[c:21]3[cH:22][c:23]4[cH:24][cH:25][cH:26][cH:27][c:28]4[cH:29][cH:30]3)[CH2:14][CH:15]([SH:17])[CH2:16]2)[cH:31][cH:32]1)[OH:33]. The reactants are [C@H]12N[C@@H](C[C@@H]2C1)CNC(=O)C1=CC=CC=2OCCOC21 (2,3-dihydro-benzo[1,4]dioxine-5-carboxylic acid [(1S,3S,5S)-2-aza-bicyclo[3.1.0]hex-3-ylmethyl]-amide), CC=1SC(=C(N1)C(=O)O)C1=C(C=CC=C1)C(F)(F)F (2-methyl-5-(2-trifluoromethyl-phenyl)-thiazole-4-carboxylic acid). Product: CC=1SC(=C(N1)C(=O)N1[C@H]2C[C@H]2C[C@H]1CNC(=O)C1=CC=CC=2OCCOC21)C2=C(C=CC=C2)C(F)(F)F (2,3-dihydro-benzo[1,4]dioxine-5-carboxylic acid {(1S,3S,5S)-2-[2-methyl-5-(2-trifluoromethyl-phenyl)-thiazole-4-carbonyl]-2-aza-bicyclo[3.1.0]hex-3-ylmethyl}-amide). Reaction SMILES: [C@H:1]12[CH2:6][C@H:5]1[CH2:4][C@@H:3]([CH2:7][NH:8][C:9]([C:11]1[C:20]3[O:19][CH2:18][CH2:17][O:16][C:15]=3[CH:14]=[CH:13][CH:12]=1)=[O:10])[NH:2]2.[CH3:21][C:22]1[S:23][C:24]([C:30]2[CH:35]=[CH:34][CH:33]=[CH:32][C:31]=2[C:36]([F:39])([F:38])[F:37])=[C:25]([C:27](O)=[O:28])[N:26]=1>>[CH3:21][C:22]1[S:23][C:24]([C:30]2[CH:35]=[CH:34][CH:33]=[CH:32][C:31]=2[C:36]([F:39])([F:37])[F:38])=[C:25]([C:27]([N:2]2[C@H:3]([CH2:7][NH:8][C:9]([C:11]3[C:20]4[O:19][CH2:18][CH2:17][O:16][C:15]=4[CH:14]=[CH:13][CH:12]=3)=[O:10])[CH2:4][C@H:5]3[C@@H:1]2[CH2:6]3)=[O:28])[N:26]=1. Reported procedure: prepared by reaction of 2,3-dihydro-benzo[1,4]dioxine-5-carboxylic acid [(1S,3S,5S)-2-aza-bicyclo[3.1.0]hex-3-ylmethyl]-amide with 2-methyl-5-(2-trifluoromethyl-phenyl)-thiazole-4-carboxylic acid. LC-MS (basic): tR=1.40 min; [M+H]+=544.1. Reactants: ClC1=C(C=O)C=C(C=C1)[N+](=O)[O-] (2-chloro-5-nitrobenzaldehyde), NN (hydrazine), C(C)O (ethanol), CCN(C(C)C)C(C)C (DIEA), hydrazone. Run in CCOC(=O)C (EtOAc). Yields the product [N+](=O)([O-])C=1C=C2C=NN(C2=CC1)CCO (2-(5-nitroindazol-1-yl)-ethanol). RXN SMILES: Cl[C:2]1[CH:9]=[CH:8][C:7]([N+:10]([O-:12])=[O:11])=[CH:6][C:3]=1[CH:4]=O.[NH2:13][NH2:14].CCN(C(C)C)C(C)C.[CH2:24]([OH:26])[CH3:25]>CCOC(C)=O>[N+:10]([C:7]1[CH:6]=[C:3]2[C:2](=[CH:9][CH:8]=1)[N:14]([CH2:25][CH2:24][OH:26])[N:13]=[CH:4]2)([O-:12])=[O:11]. Procedure: To a solution of 2-chloro-5-nitrobenzaldehyde (4 mmol) in ethanol (10 mL) was added aqueous hydrazine (5 mmol), and the resulting solution was heated at reflux for 2 h to complete hydrazone formation. DIEA (10 mmol) was added to the reaction mixture, and the reaction was subjected to microwave irradiation at 150° C. for 8-10 h. After removal of volatiles in vacuo, the residue obtained was dissolved in EtOAc (30 mL), washed with water (20 mL) and brine (20 mL) and dried over anhydrous sodium sulf... The reactants are FC(C(=O)N1CCC(CC1)C1=CC=C(C=C1)S(=O)(=O)Cl)(F)F (4-(1-(2,2,2-trifluoroacetyl)piperidin-4-yl)benzene-1-sulfonyl chloride), NC=1SC=CN1 (2-aminothiazole). The solvent is N1=CC=CC=C1 (pyridine). The product is S1C(=NC=C1)NS(=O)(=O)C1=CC=C(C=C1)C1CCN(CC1)C(C(F)(F)F)=O (N-(thiazol-2-yl)-4-(1-(2,2,2-trifluoroacetyl)piperidin-4-yl)benzenesulfonamide). Yield: 50.3%. RXN SMILES: [F:1][C:2]([F:22])([F:21])[C:3]([N:5]1[CH2:10][CH2:9][CH:8]([C:11]2[CH:16]=[CH:15][C:14]([S:17](Cl)(=[O:19])=[O:18])=[CH:13][CH:12]=2)[CH2:7][CH2:6]1)=[O:4].[NH2:23][C:24]1[S:25][CH:26]=[CH:27][N:28]=1>N1C=CC=CC=1>[S:25]1[CH:26]=[CH:27][N:28]=[C:24]1[NH:23][S:17]([C:14]1[CH:15]=[CH:16][C:11]([CH:8]2[CH2:9][CH2:10][N:5]([C:3](=[O:4])[C:2]([F:22])([F:21])[F:1])[CH2:6][CH2:7]2)=[CH:12][CH:13]=1)(=[O:19])=[O:18]. Procedure: Prepared using general procedure 15, method A. A solution of 4-(1-(2,2,2-trifluoroacetyl)piperidin-4-yl)benzene-1-sulfonyl chloride (3 g, 8.43 mmol) and 2-aminothiazole (0.84 g, 8.43 mmol) in pyridine (2 ml) was stirred overnight at RT. The reaction was quenched with water, extracted with DCM, dried over Na2SO4, filtered and concentrated. Purification via silica gel chromatography using 0-5% methanol in DCM gave N-(thiazol-2-yl)-4-(1-(2,2,2-trifluoroacetyl)piperidin-4-yl)benzenesulfonamide (1.78...